From a dataset of the Open Reaction Database (ORD), a public repository of structured organic reaction records. describe an organic reaction: reactants, conditions, products, and yield Starting materials: C(C)(C)(C)OC(NC1=NC=CC(=C1)OC1=C(C=C(C(=C1)F)NC(=O)N1C(N(CC1)C1CCOCC1)=O)Cl)=O (tert-Butyl(4-(2-chloro-5-fluoro-4-(2-oxo-3-(tetrahydro-2H-pyran-4-yl)imidazolidine-1-carboxamido)phenoxy)pyridin-2-yl)carbamate). Solvent: C(=O)(C(F)(F)F)O (TFA). Reaction conditions: time 8 hour. Yields the product NC1=NC=CC(=C1)OC1=CC(=C(C=C1Cl)NC(=O)N1C(N(CC1)C1CCOCC1)=O)F (N-(4-((2-aminopyridin-4-yl)oxy)-5-chloro-2-fluorophenyl)-2-oxo-3-(tetrahydro-2H-pyran-4-yl)imidazolidine-1-carboxamide). The yield is 35.4%. Reaction SMILES: C(OC(=O)[NH:7][C:8]1[CH:13]=[C:12]([O:14][C:15]2[CH:20]=[C:19]([F:21])[C:18]([NH:22][C:23]([N:25]3[CH2:29][CH2:28][N:27]([CH:30]4[CH2:35][CH2:34][O:33][CH2:32][CH2:31]4)[C:26]3=[O:36])=[O:24])=[CH:17][C:16]=2[Cl:37])[CH:11]=[CH:10][N:9]=1)(C)(C)C>C(O)(C(F)(F)F)=O>[NH2:7][C:8]1[CH:13]=[C:12]([O:14][C:15]2[C:16]([Cl:37])=[CH:17][C:18]([NH:22][C:23]([N:25]3[CH2:29][CH2:28][N:27]([CH:30]4[CH2:31][CH2:32][O:33][CH2:34][CH2:35]4)[C:26]3=[O:36])=[O:24])=[C:19]([F:21])[CH:20]=2)[CH:11]=[CH:10][N:9]=1. Procedure details: tert-Butyl(4-(2-chloro-5-fluoro-4-(2-oxo-3-(tetrahydro-2H-pyran-4-yl)imidazolidine-1-carboxamido)phenoxy)pyridin-2-yl)carbamate (1.32 g, 2.400 mmol) was combined with TFA (20 mL), stirred at RT overnight and concentrated to dryness. The residue was treated with DCM, sonicated, the solid removed via filtration and the filtrate concentrated to dryness and purified via silica gel chromatography (MeOH/EtOAc) to afford N-(4-((2-aminopyridin-4-yl)oxy)-5-chloro-2-fluorophenyl)-2-oxo-3-(tetrahydro-2H-py... As a reaction SMILES: [C:37]1(=[O:47])[CH:38]2[N:39]([CH2:40][CH2:41][NH:42]1)[CH2:43][CH2:44][NH:45][CH2:46]2.[C:48](=[O:49])([O-:50])[O-:51].[CH3:54][S:55]([CH3:56])=[O:57].[Cl:58][CH2:59][Cl:60].[F:1][C:2]([c:3]1[cH:4][c:5]([C:13]([C:14](=[O:15])[N:16]([CH3:17])[c:18]2[cH:19][n:20][c:21]([Cl:32])[cH:22][c:23]2-[c:24]2[c:25]([CH3:31])[cH:26][c:27]([F:30])[cH:28][cH:29]2)([CH3:33])[CH3:34])[cH:6][c:7]([C:9]([F:10])([F:11])[F:12])[cH:8]1)([F:35])[F:36].[K+:52].[K+:53]>>[F:1][C:2]([c:3]1[cH:4][c:5]([C:13]([C:14](=[O:15])[N:16]([CH3:17])[c:18]2[cH:19][n:20][c:21]([N:45]3[CH2:44][CH2:43][N:39]4[CH:38]([C:37](=[O:47])[NH:42][CH2:41][CH2:40]4)[CH2:46]3)[cH:22][c:23]2-[c:24]2[c:25]([CH3:31])[cH:26][c:27]([F:30])[cH:28][cH:29]2)([CH3:33])[CH3:34])[cH:6][c:7]([C:9]([F:10])([F:11])[F:12])[cH:8]1)([F:35])[F:36]. The reactants are O=C1NCCN2CCNCC12, O=C([O-])[O-], CS(C)=O, ClCCl, Cc1cc(F)ccc1-c1cc(Cl)ncc1N(C)C(=O)C(C)(C)c1cc(C(F)(F)F)cc(C(F)(F)F)c1, [K+], [K+]. Product: Cc1cc(F)ccc1-c1cc(N2CCN3CCNC(=O)C3C2)ncc1N(C)C(=O)C(C)(C)c1cc(C(F)(F)F)cc(C(F)(F)F)c1. Reactants: C1=CC=CC=2N(CC3=C(CC21)C=CC=C3)C(=O)C3=CC=C(C(=O)OC)C=C3 (methyl 4-[(6,11-dihydro-5H-dibenz[b,e]azepin-5-yl)carbonyl]benzoate), [OH-].[Na+] (NaOH). Run in CO (methanol). Yields the product C1=CC=CC=2N(CC3=C(CC21)C=CC=C3)C(=O)C3=CC=C(C(=O)O)C=C3 (4-[(6,11-Dihydro-5H-dibenz[b,e]azepin-5-yl)carbonyl]-benzoic acid). Yield: 90.8%. RXN SMILES: [CH:1]1[C:11]2[CH2:10][C:9]3[CH:12]=[CH:13][CH:14]=[CH:15][C:8]=3[CH2:7][N:6]([C:16]([C:18]3[CH:27]=[CH:26][C:21]([C:22]([O:24]C)=[O:23])=[CH:20][CH:19]=3)=[O:17])[C:5]=2[CH:4]=[CH:3][CH:2]=1.[OH-].[Na+]>CO>[CH:1]1[C:11]2[CH2:10][C:9]3[CH:12]=[CH:13][CH:14]=[CH:15][C:8]=3[CH2:7][N:6]([C:16]([C:18]3[CH:19]=[CH:20][C:21]([C:22]([OH:24])=[O:23])=[CH:26][CH:27]=3)=[O:17])[C:5]=2[CH:4]=[CH:3][CH:2]=1 |f:1.2|. Reported procedure: A mixture of 0.975 g of 6,11-dihydro-5H-dibenz[b,e]azepine and 0.20 g of NaH (60% in oil) in 20 ml of tetrahydrofuran is stirred at room temperature for 0.5 hr. Then 1.1 g of mono-methyl terephthalyl chloride (prepared from mono-methyl terephthalate and thionyl chloride) is added and the mixture refluxed 18 hours. The mixture is cooled, poured into ice water and filtered. The solid is triturated with dichloromethane-hexane to give 1.0 g of crystals, m.p. 182°-185° C. The preceding compound, meth... The reactants are C(C)(=O)O (acetic acid), ClC=1C(=NC=C(C1)Cl)OC1=CC=C(OC(C(=O)OCC)C)C=C1 (ethyl 2-{p-[(3,5-dichloro-2-pyridyl)oxy]phenoxy]propionate), [H-].C(C(C)C)[Al+]CC(C)C (diisobutylaluminum hydride), solution, CCCCCCC (Heptane). Run in C1(=CC=CC=C1)C (toluene). Reaction conditions: temperature -55 celsius, time 5 hour. Yields the product ClC=1C(=NC=C(C1)Cl)OC1=CC=C(OC(C=O)C)C=C1 (2-{p-[(3,5-Dichloro-2-pyridyl)oxy]phenoxy}propionaldehyde). Yield: 91.5%. Reaction SMILES: [Cl:1][C:2]1[C:3]([O:9][C:10]2[CH:23]=[CH:22][C:13]([O:14][CH:15]([CH3:21])[C:16](OCC)=[O:17])=[CH:12][CH:11]=2)=[N:4][CH:5]=[C:6]([Cl:8])[CH:7]=1.[H-].C([Al+]CC(C)C)C(C)C.C(O)(=O)C.CCCCCCC>C1(C)C=CC=CC=1>[Cl:1][C:2]1[C:3]([O:9][C:10]2[CH:23]=[CH:22][C:13]([O:14][CH:15]([CH3:21])[CH:16]=[O:17])=[CH:12][CH:11]=2)=[N:4][CH:5]=[C:6]([Cl:8])[CH:7]=1 |f:1.2|. Procedure details: A solution of ethyl 2-{p-[(3,5-dichloro-2-pyridyl)oxy]phenoxy]propionate (1,455 g, 4.06 mol) in toluene (12 L) is cooled to -55° C. under a nitrogen atmosphere and diisobutylaluminum hydride (5.42 L of a 1.0M solution) is added over 2 hours. The reaction mixture is then stirred for 5 hours at -55° C. and glacial acetic acid (1.8 L) is added dropwise, while allowing the mixture to exotherm to 15° C. Heptane 2 L) is added and the mixture is washed sequentially with 5% hydrochloric acid solution, w... The reactants are COc1cc(C2CCN(CC(C)C)CC2)ccc1N, C[O-], CC(C)O, O=C(Nc1c(F)cccc1F)c1cccc(-c2nc3ccccn3c2-c2ccnc(Cl)n2)c1, ClCCl, [Na+], Cc1ccc(S(=O)(=O)O)cc1. The product is COc1cc(C2CCN(CC(C)C)CC2)ccc1Nc1nccc(-c2c(-c3cccc(C(=O)Nc4c(F)cccc4F)c3)nc3ccccn23)n1. RXN SMILES: [CH3:34][O:35][c:36]1[c:37]([NH2:52])[cH:38][cH:39][c:40]([CH:42]2[CH2:43][CH2:44][N:45]([CH2:48][CH:49]([CH3:50])[CH3:51])[CH2:46][CH2:47]2)[cH:41]1.[CH3:64][O-:65].[CH:70]([OH:71])([CH3:72])[CH3:73].[Cl:1][c:2]1[n:3][cH:4][cH:5][c:6](-[c:8]2[c:9](-[c:17]3[cH:18][c:19]([C:20](=[O:21])[NH:22][c:23]4[c:24]([F:30])[cH:25][cH:26][cH:27][c:28]4[F:29])[cH:31][cH:32][cH:33]3)[n:10][c:11]3[n:12]2[cH:13][cH:14][cH:15][cH:16]3)[n:7]1.[Cl:67][CH2:68][Cl:69].[Na+:66].[c:53]1([CH3:54])[cH:55][cH:56][c:57]([S:58]([OH:59])(=[O:60])=[O:61])[cH:62][cH:63]1>>[c:2]1([NH:52][c:37]2[c:36]([O:35][CH3:34])[cH:41][c:40]([CH:42]3[CH2:43][CH2:44][N:45]([CH2:48][CH:49]([CH3:50])[CH3:51])[CH2:46][CH2:47]3)[cH:39][cH:38]2)[n:3][cH:4][cH:5][c:6](-[c:8]2[c:9](-[c:17]3[cH:18][c:19]([C:20](=[O:21])[NH:22][c:23]4[c:24]([F:30])[cH:25][cH:26][cH:27][c:28]4[F:29])[cH:31][cH:32][cH:33]3)[n:10][c:11]3[n:12]2[cH:13][cH:14][cH:15][cH:16]3)[n:7]1. Starting materials: C(Cl)Cl (methylene chloride), N1=CC=CC=2CCC3=C(OC21)C=CC(=C3)C(C(=O)O)C (2-(5,6-dihydro benzo[b]pyrido[3,2-f]oxepin-8-yl)-propionic acid), C1(CCCCC1)N=C=NC1CCCCC1 (dicyclohexylcarbodiimide), C(Cl)Cl (methylene chloride), N (ammonia). The solvent is C(C)(=O)O (acetic acid). Yields the product N1=CC=CC=2CCC3=C(OC21)C=CC(=C3)C(C(=O)N)C (2-(5,6-dihydro benzo[b]pyrido[3,2-f]oxepin-8-yl)-propionamide). Isolated yield 44.2%. Reaction SMILES: C(Cl)Cl.[N:4]1[C:14]2[O:13][C:12]3[CH:15]=[CH:16][C:17]([CH:19]([CH3:23])[C:20](O)=[O:21])=[CH:18][C:11]=3[CH2:10][CH2:9][C:8]=2[CH:7]=[CH:6][CH:5]=1.C1([N:30]=C=NC2CCCCC2)CCCCC1.N>C(O)(=O)C>[N:4]1[C:14]2[O:13][C:12]3[CH:15]=[CH:16][C:17]([CH:19]([CH3:23])[C:20]([NH2:30])=[O:21])=[CH:18][C:11]=3[CH2:10][CH2:9][C:8]=2[CH:7]=[CH:6][CH:5]=1. Reported procedure: To 10 ml of methylene chloride solution containing 50 mg of 2-(5,6-dihydro benzo[b]pyrido[3,2-f]oxepin-8-yl)-propionic acid and 50 mg of dicyclohexylcarbodiimide was added 5 ml of methylene chloride saturated with ammonia, and the mixture was stirred with ice-cooling for 2 hours. To this were added acetic acid and ice and the resulting mixture was extracted with chloroform. The extract was washed with saturated sodium hydrogencarbonate solution, then saturated sodium chloride solution, and dried... The reactants are COc1ccccc1-c1ccc2c(c1)C(CBr)=CC(C)(C)N2, O=C([O-])[O-], CS(C)=O, [K+], [K+], Nc1ccccc1. Yields the product COc1ccccc1-c1ccc2c(c1)C(CNc1ccccc1)=CC(C)(C)N2. RXN SMILES: [Br:1][CH2:2][C:3]1=[CH:4][C:5]([CH3:21])([CH3:22])[NH:6][c:7]2[cH:8][cH:9][c:10](-[c:13]3[c:14]([O:19][CH3:20])[cH:15][cH:16][cH:17][cH:18]3)[cH:11][c:12]21.[C:23](=[O:24])([O-:25])[O-:26].[CH3:36][S:37]([CH3:38])=[O:39].[K+:27].[K+:28].[NH2:29][c:30]1[cH:31][cH:32][cH:33][cH:34][cH:35]1>>[CH2:2]([C:3]1=[CH:4][C:5]([CH3:21])([CH3:22])[NH:6][c:7]2[cH:8][cH:9][c:10](-[c:13]3[c:14]([O:19][CH3:20])[cH:15][cH:16][cH:17][cH:18]3)[cH:11][c:12]21)[NH:29][c:30]1[cH:31][cH:32][cH:33][cH:34][cH:35]1. Reactants: C1COCCN1, CCOC(C)=O, CN1CCCC1=O, O=C1CCc2cc(F)c(F)cc21, O. Product: O=C1CCc2cc(N3CCOCC3)c(F)cc21. RXN SMILES: [CH2:13]1[CH2:14][O:15][CH2:16][CH2:17][NH:18]1.[CH3:20][CH2:21][O:22][C:23](=[O:24])[CH3:25].[CH3:26][N:27]1[CH2:28][CH2:29][CH2:30][C:31]1=[O:32].[F:1][c:2]1[cH:3][c:4]2[c:8]([cH:9][c:10]1[F:11])[C:7](=[O:12])[CH2:6][CH2:5]2.[OH2:19]>>[c:2]1([N:18]2[CH2:13][CH2:14][O:15][CH2:16][CH2:17]2)[cH:3][c:4]2[c:8]([cH:9][c:10]1[F:11])[C:7](=[O:12])[CH2:6][CH2:5]2. Starting materials: [BH4-], CCCC(=O)N1C(=O)C2C=CC1C2, CCOC(C)=O, CCO, [Na+], O=S(=O)(O)O. As a reaction SMILES: [BH4-:14].[C:1]([CH2:2][CH2:3][CH3:4])(=[O:5])[N:6]1[CH:7]2[CH:8]=[CH:9][CH:10]([C:11]1=[O:12])[CH2:13]2.[CH3:21][CH2:22][O:23][C:24](=[O:25])[CH3:26].[CH3:27][CH2:28][OH:29].[Na+:15].[S:16](=[O:17])(=[O:18])([OH:19])[OH:20]>>[C:1]([CH2:2][CH2:3][CH3:4])(=[O:5])[NH:6][CH:7]1[CH:8]=[CH:9][CH:10]([CH2:11][OH:12])[CH2:13]1. Yields the product CCCC(=O)NC1C=CC(CO)C1. The reactants are CC[S-], [Cl-], [NH4+], [Na+], CN(C)C=O, COc1ccc2c(c1)CN(C)CC2c1ccc2sccc2c1. Product: CN1Cc2cc(O)ccc2C(c2ccc3sccc3c2)C1. As a reaction SMILES: [CH2:23]([S-:24])[CH3:25].[Cl-:27].[NH4+:28].[Na+:26].[O:29]=[CH:30][N:31]([CH3:32])[CH3:33].[s:1]1[c:2]2[c:3]([cH:4][cH:5]1)[cH:6][c:7]([CH:10]1[CH2:11][N:12]([CH3:22])[CH2:13][c:14]3[cH:15][c:16]([O:20][CH3:21])[cH:17][cH:18][c:19]31)[cH:8][cH:9]2>>[s:1]1[c:2]2[c:3]([cH:4][cH:5]1)[cH:6][c:7]([CH:10]1[CH2:11][N:12]([CH3:22])[CH2:13][c:14]3[cH:15][c:16]([OH:20])[cH:17][cH:18][c:19]31)[cH:8][cH:9]2.